This data is from the Open Reaction Database (ORD), a public repository of structured organic reaction records. The task is: describe an organic reaction: reactants, conditions, products, and yield Starting materials: CC1(COC(=O)C1O)C (DL-pantolactone), C([O-])([O-])=O.[Li+].[Li+] (lithium carbonate), C(=O)=O (carbon dioxide). The solvent is O (water). Product: O.C([C@H](O)C(C)(C)CO)(=O)[O-].[Li+] (lithium pantoate monohydrate). Reaction SMILES: [CH3:1][C:2]1([CH3:9])[CH:7]([OH:8])[C:5](=[O:6])[O:4][CH2:3]1.C(=O)([O-])[O-:11].[Li+:14].[Li+].C(=O)=O>O>[OH2:4].[C:5]([O-:11])(=[O:6])[C@@H:7]([C:2]([CH2:3][OH:4])([CH3:9])[CH3:1])[OH:8].[Li+:14] |f:1.2.3,6.7.8|. Reported procedure: A slurry of 1.00 kilogram of racemic DL-pantolactone and 300 grams of lithium carbonate in 1.5 liters of water was continuously stirred and heated at boiling temperature in a flask provided with a stirrer and reflux condenser for 1.5 hours. After all the evolved carbon dioxide had been expelled, the reaction mixture was filtered while hot and 25 grams of lithium carbonate was thus recovered therefrom. When the filtrate was cooled and stirred, 700 grams of crystals of racemic DL-lithium pantoate ...